This data is from the Open Reaction Database (ORD), a public repository of structured organic reaction records. The task is: describe an organic reaction: reactants, conditions, products, and yield Product: CCCC[PH+](CCCC)CCCC, [Cl-]. Reactants: CCCCP(CCCC)CCCC, ClCCl. As a reaction SMILES: [CH2:1]([CH2:2][CH2:3][CH3:4])[P:5]([CH2:6][CH2:7][CH2:8][CH3:9])[CH2:10][CH2:11][CH2:12][CH3:13].[Cl:14][CH2:15][Cl:16]>>[CH2:1]([CH2:2][CH2:3][CH3:4])[PH+:5]([CH2:6][CH2:7][CH2:8][CH3:9])[CH2:10][CH2:11][CH2:12][CH3:13].[Cl-:14]. Starting materials: C1(=CC=CC2=CC=CC=C12)N[C@@H](CC(C)C)C(=O)O ((S)-N-(1-naphthyl)leucine), CC=1C=C2C=3[C@@H]([C@@H](CCC3C=CC2=CC1C)CCCCCCCCCC=C)NC(C1=CC(=CC(=C1)[N+](=O)[O-])[N+](=O)[O-])=O ((cis)-6,7-Dimethyl-4-[N-(3,5-dinitrobenzoyl)]amino-3-(10-undecenyl)-1,2,3,4-tetrahydrophenanthrene), [K+].[Br-] (KBr). The solvent is C(Cl)Cl (CH2Cl2). The product is CC=1C=C2C=3C(C(CCC3C=CC2=CC1C)CCCCCCCCCC=C)NC(C1=CC(=CC(=C1)[N+](=O)[O-])[N+](=O)[O-])=O (6,7-Dimethyl-4-[N-(3,5-dinitrobenzoyl)]amino-3-(10-undecenyl)-1,2,3,4-tetrahydrophenanthrene). As a reaction SMILES: C1(N[C@H](C(O)=O)CC(C)C)C2C(=CC=CC=2)C=CC=1.[CH3:20][C:21]1[CH:22]=[C:23]2[C:32](=[CH:33][C:34]=1[CH3:35])[CH:31]=[CH:30][C:29]1[CH2:28][CH2:27][C@@H:26]([CH2:36][CH2:37][CH2:38][CH2:39][CH2:40][CH2:41][CH2:42][CH2:43][CH2:44][CH:45]=[CH2:46])[C@@H:25]([NH:47][C:48](=[O:61])[C:49]3[CH:54]=[C:53]([N+:55]([O-:57])=[O:56])[CH:52]=[C:51]([N+:58]([O-:60])=[O:59])[CH:50]=3)[C:24]2=1.[K+].[Br-]>C(Cl)Cl>[CH3:20][C:21]1[CH:22]=[C:23]2[C:32](=[CH:33][C:34]=1[CH3:35])[CH:31]=[CH:30][C:29]1[CH2:28][CH2:27][CH:26]([CH2:36][CH2:37][CH2:38][CH2:39][CH2:40][CH2:41][CH2:42][CH2:43][CH2:44][CH:45]=[CH2:46])[CH:25]([NH:47][C:48](=[O:61])[C:49]3[CH:50]=[C:51]([N+:58]([O-:60])=[O:59])[CH:52]=[C:53]([N+:55]([O-:57])=[O:56])[CH:54]=3)[C:24]2=1 |f:2.3|. Procedure: By chromatographing the mixture of cis and trans isomers of CS-8 on a (S)-N-(1-naphthyl)leucine chiral stationary phase packed into a MPLC column, which chiral stationary phase is described by Pirkle, Deming and Burke in Chirality, 3:183-187 (1991) the contents of which are incorporated herein by reference, 2.68 g of enantiomerically pure cis CS-8, i.e., (cis)-6,7-Dimethyl-4-[N-(3,5-dinitrobenzoyl)]amino-3-(10-undecenyl)-1,2,3,4-tetrahydrophenanthrene, (last eluted enantiomer) was obtained, as w...